Dataset: the Open Reaction Database (ORD), a public repository of structured organic reaction records. Task: describe an organic reaction: reactants, conditions, products, and yield Starting materials: CN(C)C=O, C#CCCl, COc1cc(CCNC(=O)C(=COC(F)F)c2ccc(Cl)cc2)ccc1O, [H-], [Na+], O. Product: C#CCOc1ccc(CCNC(=O)C(=COC(F)F)c2ccc(Cl)cc2)cc1OC. Reaction SMILES: [CH3:28][N:29]([CH3:30])[CH:31]=[O:32].[Cl:33][CH2:34][C:35]#[CH:36].[F:1][CH:2]([O:3][CH:4]=[C:5]([C:6](=[O:7])[NH:8][CH2:9][CH2:10][c:11]1[cH:12][c:13]([O:18][CH3:19])[c:14]([OH:17])[cH:15][cH:16]1)[c:20]1[cH:21][cH:22][c:23]([Cl:26])[cH:24][cH:25]1)[F:27].[H-:37].[Na+:38].[OH2:39]>>[F:1][CH:2]([O:3][CH:4]=[C:5]([C:6](=[O:7])[NH:8][CH2:9][CH2:10][c:11]1[cH:12][c:13]([O:18][CH3:19])[c:14]([O:17][CH2:36][C:35]#[CH:34])[cH:15][cH:16]1)[c:20]1[cH:21][cH:22][c:23]([Cl:26])[cH:24][cH:25]1)[F:27]. Reactants: FC1=C(C=C(C=C1)F)C(C1=NC=CC=C1)O (2-[(2,5-difluorophenyl)-hydroxymethyl]pyridine), CN(C=O)C (dimethylformamide), ClC1=CC=C(C=C1)S (4-chlorobenzenethiol), C([O-])([O-])=O.[K+].[K+] (potassium carbonate). Run in S(=O)(Cl)Cl (thionyl chloride), C(C)OCC (diethyl ether). Reaction conditions: time 15 hour. Yields the product ClC1=CC=C(C=C1)SC(C1=NC=CC=C1)C1=C(C=CC(=C1)F)F (2-[[(4-Chlorophenyl)thio]-(2,5-difluorophenyl)methyl]pyridine). Isolated yield 92.0%. RXN SMILES: [F:1][C:2]1[CH:7]=[CH:6][C:5]([F:8])=[CH:4][C:3]=1[CH:9](O)[C:10]1[CH:15]=[CH:14][CH:13]=[CH:12][N:11]=1.CN(C)C=O.[Cl:22][C:23]1[CH:28]=[CH:27][C:26]([SH:29])=[CH:25][CH:24]=1.C(=O)([O-])[O-].[K+].[K+]>S(Cl)(Cl)=O.C(OCC)C>[Cl:22][C:23]1[CH:28]=[CH:27][C:26]([S:29][CH:9]([C:3]2[CH:4]=[C:5]([F:8])[CH:6]=[CH:7][C:2]=2[F:1])[C:10]2[CH:15]=[CH:14][CH:13]=[CH:12][N:11]=2)=[CH:25][CH:24]=1 |f:3.4.5|. Procedure: The 2-[(2,5-difluorophenyl)-hydroxymethyl]pyridine (88 mg, 0.40 mmol) obtained in Referential Example 3 was dissolved in thionyl chloride (2.0 ml). To the resulting solution was added a catalytic amount of dimethylformamide, followed by stirring for 15 hours. The reaction mixture was concentrated under reduced pressure. To the residue was added dioxane, and the resulting mixture was concentrated further. The residue was dissolved in dimethylformamide (5 ml). To the resulting solution were added ... The reactants are NC(=O)c1cc2cccc(OCC3CO3)c2o1, ClC(Cl)Cl, Cl. The product is NC(=O)c1cc2cccc(OCC(O)CCl)c2o1. RXN SMILES: [C:1]([NH2:2])(=[O:3])[c:4]1[o:5][c:6]2[c:7]([cH:8]1)[cH:9][cH:10][cH:11][c:12]2[O:13][CH2:14][CH:15]1[CH2:16][O:17]1.[CH:19]([Cl:20])([Cl:21])[Cl:22].[ClH:18]>>[C:1]([NH2:2])(=[O:3])[c:4]1[o:5][c:6]2[c:7]([cH:8]1)[cH:9][cH:10][cH:11][c:12]2[O:13][CH2:14][CH:15]([CH2:16][Cl:18])[OH:17]. Starting materials: N#Cc1cc2c(=O)cc[nH]c2cc1OCc1ccccc1, CN(C)C=O, O=S(Cl)Cl. Yields the product N#Cc1cc2c(Cl)ccnc2cc1OCc1ccccc1. As a reaction SMILES: [CH2:1]([c:2]1[cH:3][cH:4][cH:5][cH:6][cH:7]1)[O:8][c:9]1[c:10]([C:20]#[N:21])[cH:11][c:12]2[c:13](=[O:19])[cH:14][cH:15][nH:16][c:17]2[cH:18]1.[O:26]=[CH:27][N:28]([CH3:29])[CH3:30].[S:22]([Cl:23])([Cl:24])=[O:25]>>[CH2:1]([c:2]1[cH:3][cH:4][cH:5][cH:6][cH:7]1)[O:8][c:9]1[c:10]([C:20]#[N:21])[cH:11][c:12]2[c:13]([Cl:24])[cH:14][cH:15][n:16][c:17]2[cH:18]1.